Dataset: the Open Reaction Database (ORD), a public repository of structured organic reaction records. Task: describe an organic reaction: reactants, conditions, products, and yield Solvent: C(Cl)Cl (methylene chloride). Reaction SMILES: [OH:1][C:2]1[CH:9]=[C:8]([Cl:10])[C:7]([C:11]([CH3:14])([CH3:13])[CH3:12])=[CH:6][C:3]=1[CH:4]=[O:5].[Br:15]N1C(=O)CCC1=O>C(Cl)Cl>[OH:1][C:2]1[C:9]([Br:15])=[C:8]([Cl:10])[C:7]([C:11]([CH3:14])([CH3:13])[CH3:12])=[CH:6][C:3]=1[CH:4]=[O:5]. Starting materials: OC1=C(C=O)C=C(C(=C1)Cl)C(C)(C)C (2-hydroxy-4-chloro-5-(1,1-dimethylethyl)benzaldehyde), BrN1C(CCC1=O)=O (N-bromosuccinimide). Yield: 81.3%. The product is OC1=C(C=O)C=C(C(=C1Br)Cl)C(C)(C)C (2-hydroxy-3-bromo-4-chloro-5-(1,1-dimethylethyl)benzaldehyde). Procedure: A solution of 1.84 g (8.65 mmol) of 2-hydroxy-4-chloro-5-(1,1-dimethylethyl)benzaldehyde and 1.85 g (10.4 mmol) of N-bromosuccinimide in 30 ml of methylene chloride was stirred overnight at ambient temperature. The solvent was evaporated and the residue was partitioned between water and hexane. The organic phase was dried and evaporated. The residue was chromatographed on 150 g of silica gel using a gradient from 1:99 to 5:95 (v/v) of ether:hexane as eluent. There was obtained 2.05 g (7.03 mmol,... Reactants: FC1=CC(=C(C=C1)B(O)O)CO[Si](C(C)C)(C(C)C)C(C)C ((4-fluoro-2-{[(triisopropylsilyl)oxy]methyl}phenyl)boronic acid), FC(C(=O)O)(F)F (trifluoroacetic acid). The solvent is ClCCl (dichloromethane). Reaction conditions: temperature 23 celsius, time 16 hour. The product is FC1=CC(=C(C=C1)B(O)O)CO ([4-fluoro-2-(hydroxymethyl)phenyl]boronic acid). Isolated yield 50.4%. Reaction SMILES: [F:1][C:2]1[CH:7]=[CH:6][C:5]([B:8]([OH:10])[OH:9])=[C:4]([CH2:11][O:12][Si](C(C)C)(C(C)C)C(C)C)[CH:3]=1.FC(F)(F)C(O)=O>ClCCl>[F:1][C:2]1[CH:7]=[CH:6][C:5]([B:8]([OH:9])[OH:10])=[C:4]([CH2:11][OH:12])[CH:3]=1. Reported procedure: To a solution of 2.60 g (7.97 mmol) (4-fluoro-2-{[(triisopropylsilyl)oxy]methyl}phenyl)boronic acid which was prepared according to intermediate example 299b in 10 mL dichloromethane were added 6.14 mL trifluoroacetic acid and the mixture was stirred for 16 hours at 23° C. The solvent was removed and the residue crystallized from n-hexane to give 682 mg (50%) of the title compound. Reported procedure: To a solution of 10-(2-fluoro-phenyl)-dec-9-enoic acid ethyl ester (420 mg, 1.44 mmol) in tetrahydrofuran (2 mL) was added 2 M aq. lithium hydroxide solution (2 mL, 4 mmol). The reaction mixture was stirred at room temperature for 16 h, then partitioned between 1 M aq. hydrochloric acid solution and ethyl acetate. The organic layer was dried over magnesium sulfate, filtered, and evaporated, to afford 10-(2-fluoro-phenyl)-dec-9-enoic acid (250 mg, 66%). As a reaction SMILES: C([O:3][C:4](=[O:21])[CH2:5][CH2:6][CH2:7][CH2:8][CH2:9][CH2:10][CH2:11][CH:12]=[CH:13][C:14]1[CH:19]=[CH:18][CH:17]=[CH:16][C:15]=1[F:20])C.[OH-].[Li+]>O1CCCC1>[F:20][C:15]1[CH:16]=[CH:17][CH:18]=[CH:19][C:14]=1[CH:13]=[CH:12][CH2:11][CH2:10][CH2:9][CH2:8][CH2:7][CH2:6][CH2:5][C:4]([OH:21])=[O:3] |f:1.2|. The yield is 65.7%. The solvent is O1CCCC1 (tetrahydrofuran). The reactants are C(C)OC(CCCCCCCC=CC1=C(C=CC=C1)F)=O (10-(2-fluoro-phenyl)-dec-9-enoic acid ethyl ester), [OH-].[Li+] (lithium hydroxide). Product: FC1=C(C=CC=C1)C=CCCCCCCCC(=O)O (10-(2-fluoro-phenyl)-dec-9-enoic acid). Reaction conditions: time 16 hour. The reactants are CN1N=C(C=C1C1=CC2=C(CCNCC2)C=C1)C (7-(1,3-dimethyl-1H-pyrazol-5-yl)-2,3,4,5-tetrahydro-1H-3-benzazepine), BrCCCCl (1-bromo-3-chloropropane). The solvent is C1CCOC1 (THF), C(C)(C)N(CC)C(C)C (diisopropylethylamine), C(C)(=O)OCC (ethyl acetate). Product: ClCCCN1CCC2=C(CC1)C=CC(=C2)C2=CC(=NN2C)C (3-(3-chloropropyl)-7-(1,3-dimethyl-1H-pyrazol-5-yl)-2,3,4,5-tetrahydro-1H-3-benzazepine). RXN SMILES: [CH3:1][N:2]1[C:6]([C:7]2[CH:17]=[CH:16][C:10]3[CH2:11][CH2:12][NH:13][CH2:14][CH2:15][C:9]=3[CH:8]=2)=[CH:5][C:4]([CH3:18])=[N:3]1.Br[CH2:20][CH2:21][CH2:22][Cl:23]>C1COCC1.C(N(C(C)C)CC)(C)C.C(OCC)(=O)C>[Cl:23][CH2:22][CH2:21][CH2:20][N:13]1[CH2:12][CH2:11][C:10]2[CH:16]=[CH:17][C:7]([C:6]3[N:2]([CH3:1])[N:3]=[C:4]([CH3:18])[CH:5]=3)=[CH:8][C:9]=2[CH2:15][CH2:14]1. Procedure details: To a solution of 7-(1,3-dimethyl-1H-pyrazol-5-yl)-2,3,4,5-tetrahydro-1H-3-benzazepine (0.5 g) in dry THF (10 ml), diisopropylethylamine (0.85 ml) and 1-bromo-3-chloropropane (0.47 mL) were added and the resulting mixture was refluxed for 7 hours. After cooling at room temperature it was diluted with ethyl acetate (30 ml) washed twice with a saturated solution of NaHCO3 in water (20 ml), dried over Na2SO4 and concentrated under reduced pressure. The crude was purified by biotage chromatography us... Reactants: CC(=O)O, CNC, [Na+], [OH-], c1ccn2cncc2c1. Product: CN(C)Cc1ncc2ccccn12. Reaction SMILES: [CH3:15][C:16](=[O:17])[OH:18].[CH3:1][NH:2][CH3:3].[Na+:14].[OH-:13].[cH:4]1[n:5][cH:6][n:7]2[c:8]1[cH:9][cH:10][cH:11][cH:12]2>>[CH3:1][N:2]([CH3:3])[CH2:15][c:6]1[n:5][cH:4][c:8]2[n:7]1[cH:12][cH:11][cH:10][cH:9]2. Starting materials: [Li]C(C)(C)C, C1CCOC1, CCOC(=O)c1ccc(N=Nc2ccc3c(c2)C(OS(=O)(=O)C(F)(F)F)=CCC3(C)C)cc1, [Cl-], [NH4+], c1ccsc1, c1ccc(P(c2ccccc2)(c2ccccc2)[Pd](P(c2ccccc2)(c2ccccc2)c2ccccc2)(P(c2ccccc2)(c2ccccc2)c2ccccc2)P(c2ccccc2)(c2ccccc2)c2ccccc2)cc1. Yields the product CCOC(=O)c1ccc(N=Nc2ccc3c(c2)C(c2cccs2)=CCC3(C)C)cc1. As a reaction SMILES: [C:6]([Li:7])([CH3:8])([CH3:9])[CH3:10].[CH2:44]1[O:45][CH2:46][CH2:47][CH2:48]1.[CH3:11][C:12]1([CH3:43])[c:13]2[cH:14][cH:15][c:16]([N:30]=[N:31][c:32]3[cH:33][cH:34][c:35]([C:36](=[O:37])[O:38][CH2:39][CH3:40])[cH:41][cH:42]3)[cH:17][c:18]2[C:19]([O:22][S:23]([C:24]([F:25])([F:26])[F:27])(=[O:28])=[O:29])=[CH:20][CH2:21]1.[Cl-:49].[NH4+:50].[cH:1]1[cH:2][cH:3][s:4][cH:5]1.[cH:51]1[cH:52][cH:53][c:54]([P:55]([Pd:56]([P:57]([c:58]2[cH:59][cH:60][cH:61][cH:62][cH:63]2)([c:64]2[cH:65][cH:66][cH:67][cH:68][cH:69]2)[c:70]2[cH:71][cH:72][cH:73][cH:74][cH:75]2)([P:76]([c:77]2[cH:78][cH:79][cH:80][cH:81][cH:82]2)([c:83]2[cH:84][cH:85][cH:86][cH:87][cH:88]2)[c:89]2[cH:90][cH:91][cH:92][cH:93][cH:94]2)[P:95]([c:96]2[cH:97][cH:98][cH:99][cH:100][cH:101]2)([c:102]2[cH:103][cH:104][cH:105][cH:106][cH:107]2)[c:108]2[cH:109][cH:110][cH:111][cH:112][cH:113]2)([c:114]2[cH:115][cH:116][cH:117][cH:118][cH:119]2)[c:120]2[cH:121][cH:122][cH:123][cH:124][cH:125]2)[cH:126][cH:127]1>>[cH:1]1[cH:2][c:3]([C:19]2=[CH:20][CH2:21][C:12]([CH3:11])([CH3:43])[c:13]3[cH:14][cH:15][c:16]([N:30]=[N:31][c:32]4[cH:33][cH:34][c:35]([C:36](=[O:37])[O:38][CH2:39][CH3:40])[cH:41][cH:42]4)[cH:17][c:18]32)[s:4][cH:5]1.